This data is from the Open Reaction Database (ORD), a public repository of structured organic reaction records. The task is: describe an organic reaction: reactants, conditions, products, and yield The reactants are C(C)(C)(C)OC(=O)N[C@@H]1CN(CCC1)C1=C(C=NC=C1)NC(=O)C1=NC2=CC(=CC=C2C=C1NC(OCC1=CC=CC=C1)=O)C=O (Benzyl (2-{[(4-{(3S)-3-[(tert-butoxycarbonyl)amino]piperidin-1-yl}pyridin-3-yl)amino]carbonyl}-7-formylquinolin-3-yl)carbamate), Br (HBr), CC(=O)O (AcOH). Run in C1CCOC1 (THF), C1(=CC=CC=C1)[Mg]Br (phenylmagnesium bromide), C1CCOC1 (THF), CCOC(=O)C (EtOAc), Cl (HCl). Run at temperature 0 celsius, time 1 hour. The product is NC=1C(=NC2=CC(=CC=C2C1)C(C1=CC=CC=C1)O)C(=O)NC=1C=NC=CC1N1C[C@H](CCC1)N (3-Amino-N-{4-[(3S)-3-aminopiperidin-1-yl]pyridin-3-yl}-7-[hydroxy(phenyl)methyl]quinoline-2-carboxamide). RXN SMILES: C(OC([NH:8][C@H:9]1[CH2:14][CH2:13][CH2:12][N:11]([C:15]2[CH:20]=[CH:19][N:18]=[CH:17][C:16]=2[NH:21][C:22]([C:24]2[C:33]([NH:34]C(=O)OCC3C=CC=CC=3)=[CH:32][C:31]3[C:26](=[CH:27][C:28]([CH:45]=[O:46])=[CH:29][CH:30]=3)[N:25]=2)=[O:23])[CH2:10]1)=O)(C)(C)C.Br.[CH3:48][C:49](O)=O>C1COCC1.C1([Mg]Br)C=CC=CC=1.CCOC(C)=O.Cl>[NH2:34][C:33]1[C:24]([C:22]([NH:21][C:16]2[CH:17]=[N:18][CH:19]=[CH:20][C:15]=2[N:11]2[CH2:12][CH2:13][CH2:14][C@H:9]([NH2:8])[CH2:10]2)=[O:23])=[N:25][C:26]2[C:31]([CH:32]=1)=[CH:30][CH:29]=[C:28]([CH:45]([OH:46])[C:49]1[CH:48]=[CH:13][CH:14]=[CH:9][CH:10]=1)[CH:27]=2. Procedure details: To a mixture of benzyl (2-{[(4-{(3S)-3-[(tert-butoxycarbonyl)amino]piperidin-1-yl}pyridin-3-yl)amino]carbonyl}-7-formylquinolin-3-yl)carbamate (0.020 g, 0.032 mmol) (from Example 15, step 5) in THF (0.50 mL), phenylmagnesium bromide in THF (3.0 M, 0.032 mL, 0.096 mmol) was added slowly at 0° C. under nitrogen. The reaction mixture was stirred at 0° C. for 1 h, then allowed to warm to room temperature. The reaction mixture was diluted with EtOAc (10 mL), and 1 M HCl was slowly added to adjust the... Starting materials: CC1(CC=2C=3CSC4=C(C3NC2C=C1)C=CC=C4)O (8-methyl-6,11-dihydro-5-thia-11-aza-benzo[a]fluoren-8-ol), CS(=O)(=O)Cl (CH3SO2Cl), N1=CC=CC=C1 (pyridine). Solvent: C(Cl)Cl (CH2Cl2). Conditions: temperature 25 celsius, time 2 hour. The product is CN1C2=CC=C(C=C2C=2CSC3=C(C12)C=CC=C3)OS(=O)(=O)C (Methanesulfonic acid 11-methyl-6,11-dihydro-5-thia-11-aza-benzo[a]fluoren-8-yl ester). Reaction SMILES: C[C:2]1([OH:19])[CH:14]=[CH:13][C:12]2[NH:11][C:10]3[C:9]4[CH:15]=[CH:16][CH:17]=[CH:18][C:8]=4[S:7][CH2:6][C:5]=3[C:4]=2[CH2:3]1.[CH3:20][S:21](Cl)(=[O:23])=[O:22].N1C=CC=C[CH:26]=1>C(Cl)Cl>[CH3:26][N:11]1[C:10]2[C:9]3[CH:15]=[CH:16][CH:17]=[CH:18][C:8]=3[S:7][CH2:6][C:5]=2[C:4]2[C:12]1=[CH:13][CH:14]=[C:2]([O:19][S:21]([CH3:20])(=[O:23])=[O:22])[CH:3]=2. Procedure details: A mixture of 8-methyl-6,11-dihydro-5-thia-11-aza-benzo[a]fluoren-8-ol (35 mg, 0.131 mmol), CH3SO2Cl (15 μL, 0.197 mmol, 1.5 eq.), pyridine (20 mg, 0.262 mmol, 2.0 eq.) in CH2Cl2 (1 mL) was stirred at 25° C. for 2 hours. The mixture was then partitioned between CH2Cl2 and saturated NaHCO3 aqueous solution. The aqueous layer was extracted three times with CH2Cl2. The combined organic layer was washed with brine, dried over anhydrous Na2SO4, filtered and concentrated to yield crude material. The cr...